Dataset: the Open Reaction Database (ORD), a public repository of structured organic reaction records. Task: describe an organic reaction: reactants, conditions, products, and yield The reactants are NC1=NC(=C(C(=N1)N)C1=C(C(=CC(=C1)Cl)Cl)Cl)C(F)(F)F (2,4-Diamino-5-(2,3,5-trichlorophenyl)-6-trifluoromethylpyrimidine), ClC=1C=C(C=CC1Cl)CC#N (3,4-dichlorophenylacetonitrile). The solvent is CO.C(Cl)(Cl)Cl (methanol chloroform). Product: NC1=NC(=C(C(=N1)N)C1=CC(=C(C=C1)Cl)Cl)C(F)(F)F (2,4-Diamino-5-(3,4-dichlorophenyl)-6-trifluoromethylpyrimidine). As a reaction SMILES: [NH2:1][C:2]1[N:7]=[C:6]([NH2:8])[C:5]([C:9]2[CH:14]=[C:13](Cl)[CH:12]=[C:11]([Cl:16])[C:10]=2Cl)=[C:4]([C:18]([F:21])([F:20])[F:19])[N:3]=1.[Cl:22]C1C=C(CC#N)C=CC=1Cl>CO.C(Cl)(Cl)Cl>[NH2:1][C:2]1[N:7]=[C:6]([NH2:8])[C:5]([C:9]2[CH:14]=[CH:13][C:12]([Cl:22])=[C:11]([Cl:16])[CH:10]=2)=[C:4]([C:18]([F:20])([F:21])[F:19])[N:3]=1 |f:2.3|. Procedure: This compound was made in an analogous manner to the compound of Example 4, from 3,4-dichlorophenylacetonitrile (Aldrich) mp. 252°-254.5° C.: TLC (SiO2 ; methanol/chloroform, 1:9) Rf=0.38. The reactants are COC=1C=C(C=C2C(=CC(NC12)=O)C)C(C(F)(F)F)(C(F)(F)F)OCC1=CC=CC=C1 (8-methoxy-4-methyl-6-[2,2,2-trifluoro-1-benzyloxy-1-(trifluoromethyl)ethyl]-2(1H)-quinolinone), C([O-])([O-])=O.[K+].[K+] (potassium carbonate), CI (methyl iodide), O (water). The solvent is CN(C=O)C (dimethylformamide). Product: COC=1C=C(C=C2C(=CC(N(C12)C)=O)C)C(C(F)(F)F)(C(F)(F)F)OCC1=CC=CC=C1 (8-methoxy-1,4-dimethyl-6-[2,2,2-trifluoro-1-benzyloxy-1-(trifluoromethyl)ethyl]-2(1H)-quinolinone). As a reaction SMILES: [CH3:1][O:2][C:3]1[CH:4]=[C:5]([C:15]([O:24][CH2:25][C:26]2[CH:31]=[CH:30][CH:29]=[CH:28][CH:27]=2)([C:20]([F:23])([F:22])[F:21])[C:16]([F:19])([F:18])[F:17])[CH:6]=[C:7]2[C:12]=1[NH:11][C:10](=[O:13])[CH:9]=[C:8]2[CH3:14].[C:32](=O)([O-])[O-].[K+].[K+].CI.O>CN(C)C=O>[CH3:1][O:2][C:3]1[CH:4]=[C:5]([C:15]([O:24][CH2:25][C:26]2[CH:27]=[CH:28][CH:29]=[CH:30][CH:31]=2)([C:20]([F:23])([F:22])[F:21])[C:16]([F:19])([F:18])[F:17])[CH:6]=[C:7]2[C:12]=1[N:11]([CH3:32])[C:10](=[O:13])[CH:9]=[C:8]2[CH3:14] |f:1.2.3|. Procedure details: To a solution of 8-methoxy-4-methyl-6-[2,2,2-trifluoro-1-benzyloxy-1-(trifluoromethyl)ethyl]-2(1H)-quinolinone in dimethylformamide is added potassium carbonate and methyl iodide. The solution is stirred and heated until analysis by thin layer chromatography indicates the reaction is complete. The solution is cooled and added to water. The aqueous mixture is extracted with ether. The etheral solution is dried with anhydrous magnesium sulfate, filtered and evaporated at reduced pressure. The resi... Starting materials: OCCCCl, O=[N+]([O-])c1ccc(S)cc1, [Na+], [OH-], O. Product: O=[N+]([O-])c1ccc(SCCCO)cc1. As a reaction SMILES: [Cl:1][CH2:2][CH2:3][CH2:4][OH:5].[N+:6](=[O:7])([O-:8])[c:9]1[cH:10][cH:11][c:12]([SH:15])[cH:13][cH:14]1.[Na+:17].[OH-:16].[OH2:18]>>[CH2:2]([CH2:3][CH2:4][OH:5])[S:15][c:12]1[cH:11][cH:10][c:9]([N+:6](=[O:7])[O-:8])[cH:14][cH:13]1.